From a dataset of the Open Reaction Database (ORD), a public repository of structured organic reaction records. describe an organic reaction: reactants, conditions, products, and yield The reactants are ClC1=NC=CC=C1OCCOC1OCCCC1 (2-Chloro-3-[2-(tetrahydro-2H-pyran-2-yloxy)ethoxy]pyridine), OCCN1CCCC1 (1-(2-hydroxyethyl)pyrrolidine), CC(C)([O-])C.[K+] (potassium tert-butoxide), C(C)(C)(C)O (tert-butanol). Run in C1(=CC=CC=C1)C (toluene). Conditions: temperature 50 celsius, time 2 day. Yields the product N1(CCCC1)CCOC1=NC=CC=C1OCCO (2-{[2-(2-Pyrrolidin-1-ylethoxy)pyridin-3-yl]oxy}ethanol). Isolated yield 71.8%. Reaction SMILES: Cl[C:2]1[C:7]([O:8][CH2:9][CH2:10][O:11]C2CCCCO2)=[CH:6][CH:5]=[CH:4][N:3]=1.[OH:18][CH2:19][CH2:20][N:21]1[CH2:25][CH2:24][CH2:23][CH2:22]1.CC(C)([O-])C.[K+].C(O)(C)(C)C>C1(C)C=CC=CC=1>[N:21]1([CH2:20][CH2:19][O:18][C:2]2[C:7]([O:8][CH2:9][CH2:10][OH:11])=[CH:6][CH:5]=[CH:4][N:3]=2)[CH2:25][CH2:24][CH2:23][CH2:22]1 |f:2.3|. Procedure: A solution of 2-chloro-3-[2-(tetrahydro-2H-pyran-2-yloxy)ethoxy]pyridine (from Example 4; 100 mg, 0.39 mmol), 1-(2-hydroxyethyl)pyrrolidine (68 μl, 0.58 mmol) and 1.0 M potassium tert-butoxide in tert-butanol (0.8 mL, 0.80 mmol) in 4 mL of toluene was heated at 100° C. for 1 day. The organic phase was washed with 3×2 mL of water and 2 mL of brine. The organic phase was shaken at 50° C. with 4 mL of 2.0 M acetic acid for 2 days. The aqueous phase was washed with 3×3 mL of ethyl acetate, made basi... Reactants: BrB(Br)Br, CNC(=O)C(=O)c1ccc(OC)cc1, ClCCl. Yields the product CNC(=O)C(=O)c1ccc(O)cc1. Reaction SMILES: [B:15]([Br:16])([Br:17])[Br:18].[CH3:1][O:2][c:3]1[cH:4][cH:5][c:6]([C:9]([C:10](=[O:11])[NH:12][CH3:13])=[O:14])[cH:7][cH:8]1.[Cl:19][CH2:20][Cl:21]>>[OH:2][c:3]1[cH:4][cH:5][c:6]([C:9]([C:10](=[O:11])[NH:12][CH3:13])=[O:14])[cH:7][cH:8]1.